From a dataset of the Open Reaction Database (ORD), a public repository of structured organic reaction records. describe an organic reaction: reactants, conditions, products, and yield The reactants are N (ammonia), FC1=NC(=CC(=N1)F)OC (2,4-difluoro-6-methoxypyrimidine). Run in C(C)(C)(C)OC (methyl tert.-butyl ether), C(C)(C)(C)OC (methyl tert.-butyl ether). Conditions: time 2 hour. Product: NC1=NC(=CC(=N1)OC)F (2-Amino-6-fluoro-4-methoxypyrimidine). As a reaction SMILES: [NH3:1].F[C:3]1[N:8]=[C:7]([F:9])[CH:6]=[C:5]([O:10][CH3:11])[N:4]=1>C(OC)(C)(C)C>[NH2:1][C:3]1[N:4]=[C:5]([O:10][CH3:11])[CH:6]=[C:7]([F:9])[N:8]=1. Procedure details: 13.6 g (0.8 mol) of ammonia in 30 ml of methyl tert.-butyl ether were added at -20° to -10° C. to a stirred mixture of 52 g (0.356 mol) of 2,4-difluoro-6-methoxypyrimidine in 300 ml of methyl tert.-butyl ether within 20 minutes. After a further 2 hours at -15° C. and 3 hours at 25° C., the precipitate was filtered off with suction, washed with methyl tert.-butyl ether, stirred with water, filtered off, washed again and subsequently dried, resulting in 36.1 g (71% of theory) of the title compound... The reactants are C[Si](C1=CC=C(C=C1)NC1=CC=CC=C1)(C)C (4-(trimethylsilyl)-N-phenylbenzeneamine), BrC1=CC=C(C=O)C=C1 (4-bromobenzaldehyde), C(C)(C)(C)P(C(C)(C)C)C(C)(C)C (tris-tert-butyl phosphine), CC(C)([O-])C.[Na+] (sodium-tert-butoxide). Reagents/catalysts: C1=CC=C(C=C1)/C=C/C(=O)/C=C/C2=CC=CC=C2.C1=CC=C(C=C1)/C=C/C(=O)/C=C/C2=CC=CC=C2.[Pd] (tris(dibenzylideneaceton)dipalladium(O)). Run in C1(=CC=CC=C1)C (toluene). Conditions: temperature 100 celsius, time 24 hour. The product is C[Si](C1=CC=C(C=C1)N(C1=CC=CC=C1)C1=CC=C(C=O)C=C1)(C)C (4-(N-(4-(trimethylsilyl)phenyl)-N-phenylamino)benzaldehyde). Reaction SMILES: [CH3:1][Si:2]([CH3:17])([CH3:16])[C:3]1[CH:8]=[CH:7][C:6]([NH:9][C:10]2[CH:15]=[CH:14][CH:13]=[CH:12][CH:11]=2)=[CH:5][CH:4]=1.Br[C:19]1[CH:26]=[CH:25][C:22]([CH:23]=[O:24])=[CH:21][CH:20]=1.C(P(C(C)(C)C)C(C)(C)C)(C)(C)C.CC(C)([O-])C.[Na+]>C1(C)C=CC=CC=1.C1C=CC(/C=C/C(/C=C/C2C=CC=CC=2)=O)=CC=1.C1C=CC(/C=C/C(/C=C/C2C=CC=CC=2)=O)=CC=1.[Pd]>[CH3:1][Si:2]([CH3:17])([CH3:16])[C:3]1[CH:4]=[CH:5][C:6]([N:9]([C:19]2[CH:26]=[CH:25][C:22]([CH:23]=[O:24])=[CH:21][CH:20]=2)[C:10]2[CH:11]=[CH:12][CH:13]=[CH:14][CH:15]=2)=[CH:7][CH:8]=1 |f:3.4,6.7.8|. Procedure details: 4-(trimethylsilyl)-N-phenylbenzeneamine (22.8 m mol)), 4-bromobenzaldehyde (29.64 m mol)), tris(dibenzylideneaceton)dipalladium(O) (0.342 m mol)), tris-tert-butyl phosphine (0.684 m mol)), and sodium-tert-butoxide (29.64 m mol)) were dissolved in toluene (100 ml) in a 250 ml tri-neck-round bottom flask and were then stirred in a bath of 100° C. for 24 hours. After the reaction was terminated, the toluene was removed from the solution. After extraction was performed on the solution using dichloro... The reactants are BrC=1C=C(C=CC1)C1=NC(=CC(=N1)C1=CC=CC=C1)C1=CC=CC=C1 (2-(3-bromophenyl)-4,6-diphenylpyrimidine), B(O)(O)C=1C=C2C=3C=C4C(=CC3N(C2=CC1)C1=CC=CC=C1)C(C1=CC=CC=C14)(C)C (7-Borono12,12-dimethyl-10-phenyl-10,12-dihydro-10-aza-indeno[2,1-b]fluorene), C(=O)([O-])[O-].[K+].[K+] (K2CO3). The reagents and catalysts are CC(=O)[O-].CC(=O)[O-].[Pd+2] (Pd(OAc)2). Solvent: C1(=CC=CC=C1)C (toluene), C1(=CC=CC=C1)C (toluene). Run at temperature 80 celsius, time 48 hour. Product: C1(=CC=CC=C1)C1=NC(=NC(=C1)C1=CC=CC=C1)C=1C=C(C=CC1)C=1C=C2C=3C=C4C(=CC3N(C2=CC1)C1=CC=CC=C1)C(C1=CC=CC=C14)(C)C (7-[3-(4,6-Diphenylpyrimidin-2-yl)phenyl]-12,12-dimethyl-10-phenyl-10,12-dihydro-10-azaindeno[2,1-b]fluorene). Reaction SMILES: Br[C:2]1[CH:3]=[C:4]([C:8]2[N:13]=[C:12]([C:14]3[CH:19]=[CH:18][CH:17]=[CH:16][CH:15]=3)[CH:11]=[C:10]([C:20]3[CH:25]=[CH:24][CH:23]=[CH:22][CH:21]=3)[N:9]=2)[CH:5]=[CH:6][CH:7]=1.B([C:29]1[CH:30]=[C:31]2[C:39](=[CH:40][CH:41]=1)[N:38]([C:42]1[CH:47]=[CH:46][CH:45]=[CH:44][CH:43]=1)[C:37]1[CH:36]=[C:35]3[C:48]([CH3:56])([CH3:55])[C:49]4[C:54]([C:34]3=[CH:33][C:32]2=1)=[CH:53][CH:52]=[CH:51][CH:50]=4)(O)O.C([O-])([O-])=O.[K+].[K+]>C1(C)C=CC=CC=1.CC([O-])=O.CC([O-])=O.[Pd+2]>[C:20]1([C:10]2[CH:11]=[C:12]([C:14]3[CH:19]=[CH:18][CH:17]=[CH:16][CH:15]=3)[N:13]=[C:8]([C:4]3[CH:3]=[C:2]([C:29]4[CH:30]=[C:31]5[C:39](=[CH:40][CH:41]=4)[N:38]([C:42]4[CH:47]=[CH:46][CH:45]=[CH:44][CH:43]=4)[C:37]4[CH:36]=[C:35]6[C:48]([CH3:56])([CH3:55])[C:49]7[C:54]([C:34]6=[CH:33][C:32]5=4)=[CH:53][CH:52]=[CH:51][CH:50]=7)[CH:7]=[CH:6][CH:5]=3)[N:9]=2)[CH:25]=[CH:24][CH:23]=[CH:22][CH:21]=1 |f:2.3.4,6.7.8|. Procedure details: 16 g (43.3 mmol) of 2-(3-bromophenyl)-4,6-diphenylpyrimidine 14 and 19.3 g (48 mmol) of 7-borono12,12-dimethyl-10-phenyl-10,12-dihydro-10-azaindeno[2,1-b]fluorene 13 are dissolved in 80 ml of toluene and degassed. 281 ml of a degassed 2M K2CO3 and 2.5 g (2.2 mmol) of Pd(OAc)2 are added. The reaction mixture is subsequently stirred for 48 h at 80° C. under a protective-gas atmosphere. Additional toluene is added to the cooled solution, which is washed a number of times with water, dried and evapo... Starting materials: FC1=C(C(=O)NC2=NNC=C2)C(=CC=C1)F (2,6-Difluoro-N-1H-pyrazol-3-ylbenzamide), BrCC1=C(C=CC=C1)CC1=CC=CC=C1 (1-(bromomethyl)-2-(phenylmethyl)benzene), Intermediate 3, Intermediate 9, C([O-])([O-])=O.[K+].[K+] (potassium carbonate). Solvent: CN(C)C=O (DMF). Run at time 17 hour. The product is FC1=C(C(=O)NC2=NN(C=C2)CC2=C(C=CC=C2)CC2=CC=CC=C2)C(=CC=C1)F (2,6-Difluoro-N-(1-{[2-(phenylmethyl)phenyl]methyl}-1H-pyrazol-3-yl)benzamide). Reaction SMILES: [F:1][C:2]1[CH:15]=[CH:14][CH:13]=[C:12]([F:16])[C:3]=1[C:4]([NH:6][C:7]1[CH:11]=[CH:10][NH:9][N:8]=1)=[O:5].C(=O)([O-])[O-].[K+].[K+].Br[CH2:24][C:25]1[CH:30]=[CH:29][CH:28]=[CH:27][C:26]=1[CH2:31][C:32]1[CH:37]=[CH:36][CH:35]=[CH:34][CH:33]=1>CN(C=O)C>[F:1][C:2]1[CH:15]=[CH:14][CH:13]=[C:12]([F:16])[C:3]=1[C:4]([NH:6][C:7]1[CH:11]=[CH:10][N:9]([CH2:24][C:25]2[CH:30]=[CH:29][CH:28]=[CH:27][C:26]=2[CH2:31][C:32]2[CH:37]=[CH:36][CH:35]=[CH:34][CH:33]=2)[N:8]=1)=[O:5] |f:1.2.3|. Procedure: 2,6-Difluoro-N-1H-pyrazol-3-ylbenzamide (for a preparation see Intermediate 9)(45 mg, 0.202 mmol), potassium carbonate (42 mg, 0.304 mmol) and 1-(bromomethyl)-2-(phenylmethyl)benzene (for a preparation see Intermediate 3)(64 mg, 0.245 mmol) were weighed into a vial with a stirrer. DMF (1 ml) was added, the vial was capped and the mixture was stirred at room temperature for 17 h. The reaction mixture was filtered, washing with MeOH to give a total volume of 2 ml. This solution was purified by MDA... Reactants: C1(CC=CC=C1)(C1=CC=CC=C1)CC(=O)N1C[C@H](CC1)NC1=NC2=CC=CC=C2C(=N1)N1CCC(CC1)C(=O)OCC (Ethyl 1-(2-((S)-1-(2-biphenyl-1-ylethanoyl)pyrrolidin-3-ylamino)quinazolin-4-yl)piperidine-4-carboxylate), [OH-].[Na+] (sodium hydroxide), Cl (hydrochloric acid). Solvent: CO (methanol). Conditions: time 1 day. The product is C1(=C(C=CC=C1)CC(=O)N1C[C@H](CC1)NC1=NC2=CC=CC=C2C(=N1)N1CCC(CC1)C(=O)O)C1=CC=CC=C1 (1-(2-((S)-1-(2-biphenyl-2-ylethanoyl)pyrrolidin-3-ylamino)quinazolin-4-yl)piperidine-4-carboxylic acid). Isolated yield 107.4%. As a reaction SMILES: [C:1]1([CH2:13][C:14]([N:16]2[CH2:20][CH2:19][C@H:18]([NH:21][C:22]3[N:31]=[C:30]([N:32]4[CH2:37][CH2:36][CH:35]([C:38]([O:40]CC)=[O:39])[CH2:34][CH2:33]4)[C:29]4[C:24](=[CH:25][CH:26]=[CH:27][CH:28]=4)[N:23]=3)[CH2:17]2)=[O:15])(C2C=CC=CC=2)[CH:6]=[CH:5][CH:4]=[CH:3][CH2:2]1.[OH-].[Na+].Cl>CO>[C:2]1([C:1]2[CH:6]=[CH:5][CH:4]=[CH:3][CH:2]=2)[CH:3]=[CH:4][CH:5]=[CH:6][C:1]=1[CH2:13][C:14]([N:16]1[CH2:20][CH2:19][C@H:18]([NH:21][C:22]2[N:31]=[C:30]([N:32]3[CH2:37][CH2:36][CH:35]([C:38]([OH:40])=[O:39])[CH2:34][CH2:33]3)[C:29]3[C:24](=[CH:25][CH:26]=[CH:27][CH:28]=3)[N:23]=2)[CH2:17]1)=[O:15] |f:1.2|. Procedure details: Ethyl 1-(2-((S)-1-(2-biphenyl-1-ylethanoyl)pyrrolidin-3-ylamino)quinazolin-4-yl)piperidine-4-carboxylate (0.59 g) synthesized in the same manner as the method described in Example 1 was dissolved in methanol (4.5 mL), followed by addition of 2.2 M aqueous sodium hydroxide (1.3 mL), and the mixture was stirred at room temperature for 1 day. 1 M hydrochloric acid was added until the reaction solution became pH 7, the mixture was stirred at room temperature for 2 days, and then the precipitated sol... The reactants are NC1=NC=C(C=C1)Br (2-amino-5-bromopyridine), ClC1=CC=C(C=O)C=C1 (4-chlorobenzaldehyde), FC(C(=O)O)(F)F (trifluoroacetic acid), C(C)[SiH](CC)CC (triethylsilane). The solvent is C1(=CC=CC=C1)C (toluene). Product: BrC=1C=CC(=NC1)NCC1=CC=C(C=C1)Cl ((5-Bromo-pyridin-2-yl)-(4-chloro-benzyl)-amine). As a reaction SMILES: [NH2:1][C:2]1[CH:7]=[CH:6][C:5]([Br:8])=[CH:4][N:3]=1.[Cl:9][C:10]1[CH:17]=[CH:16][C:13]([CH:14]=O)=[CH:12][CH:11]=1.FC(F)(F)C(O)=O.C([SiH](CC)CC)C>C1(C)C=CC=CC=1>[Br:8][C:5]1[CH:6]=[CH:7][C:2]([NH:1][CH2:14][C:13]2[CH:16]=[CH:17][C:10]([Cl:9])=[CH:11][CH:12]=2)=[N:3][CH:4]=1. Procedure: To 2-Amino-5-bromopyridine (15, 6.10 g, 0.0352 mol) in toluene (90.0 mL) were added 4-chlorobenzaldehyde (40, 5.00 g, 0.0356 mol), trifluoroacetic acid (8.0 mL, 0.10 mol) and triethylsilane (16.5 mL, 0.103 mol). The reaction was heated to reflux for 48 hours. The reaction was concentrated, poured into aqueous potassium carbonate and extracted with ethyl acetate. The organic layer was washed with brine, dried over sodium sulfate and concentrated. The crude residue was crystallized with ethyl acet...